Dataset: the Open Reaction Database (ORD), a public repository of structured organic reaction records. Task: describe an organic reaction: reactants, conditions, products, and yield The reactants are Cl.C(C(C)C)C1=CC=C(C=C1)[C@H](C(=O)NCCCN)C ((R)2-(4-isobutylphenyl)-N-(3-aminopropyl)propionamide hydrochloride), amine, CSC=1NCCN1 (2-methylthio-2-imidazoline). Yields the product C(C(C)C)C1=CC=C(C=C1)[C@H](C(=O)NCCCNC=1NCCN1)C ((R)2-(4′-isobutylphenyl)-N-[3-(imidazolin-2-yl)aminopropyl]propionamide). RXN SMILES: Cl.[CH2:2]([C:6]1[CH:11]=[CH:10][C:9]([C@@H:12]([CH3:20])[C:13]([NH:15][CH2:16][CH2:17][CH2:18][NH2:19])=[O:14])=[CH:8][CH:7]=1)[CH:3]([CH3:5])[CH3:4].CS[C:23]1[NH:24][CH2:25][CH2:26][N:27]=1>>[CH2:2]([C:6]1[CH:11]=[CH:10][C:9]([C@@H:12]([CH3:20])[C:13]([NH:15][CH2:16][CH2:17][CH2:18][NH:19][C:23]2[NH:27][CH2:26][CH2:25][N:24]=2)=[O:14])=[CH:8][CH:7]=1)[CH:3]([CH3:5])[CH3:4] |f:0.1|. Procedure: The (R)2-[(4-isobutylphenyl)-N-3-(aminopropyl)propionamide hydrochloride (see example 5) is converted in the free amine and treated with 2-methylthio-2-imidazoline iodohydrate (commercial reactant) according to the above cited Bodanszky procedure (J. Am. Chem. Soc., 86, 4452, 1964) to give (R)2-(4′-isobutylphenyl)-N-[3-(imidazolin-2-yl)aminopropyl]propionamide